This data is from the Open Reaction Database (ORD), a public repository of structured organic reaction records. The task is: describe an organic reaction: reactants, conditions, products, and yield The reactants are CC(OS(C)(=O)=O)C(CO[Si](C)(C)C(C)(C)C)NC(=O)OC(C)(C)C, CCOC(C)=O, CN(C)P(=O)(N(C)C)N(C)C, [N-]=[N+]=[N-], [Na+]. The product is CC(N=[N+]=[N-])C(CO[Si](C)(C)C(C)(C)C)NC(=O)OC(C)(C)C. Reaction SMILES: [C:1]([CH3:2])([CH3:3])([CH3:4])[O:5][C:6](=[O:7])[NH:8][CH:9]([CH2:10][O:11][Si:12]([CH3:13])([CH3:14])[C:15]([CH3:16])([CH3:17])[CH3:18])[CH:19]([CH3:20])[O:21][S:22]([CH3:23])(=[O:24])=[O:25].[CH3:30][CH2:31][O:32][C:33]([CH3:34])=[O:35].[CH3:36][N:37]([CH3:38])[P:39]([N:40]([CH3:41])[CH3:42])([N:43]([CH3:44])[CH3:45])=[O:46].[N-:26]=[N+:27]=[N-:28].[Na+:29]>>[C:1]([CH3:2])([CH3:3])([CH3:4])[O:5][C:6](=[O:7])[NH:8][CH:9]([CH2:10][O:11][Si:12]([CH3:13])([CH3:14])[C:15]([CH3:16])([CH3:17])[CH3:18])[CH:19]([CH3:20])[N:26]=[N+:27]=[N-:28]. The reactants are ClC=1C=C(C=CC1Cl)C1C(CN(C1)C(=O)C1CCNCC1)C(C)OC1=NC=C(C#N)C=C1 (6-{(SR)-1-[(3RS,4SR)-4-(3,4-dichloro-phenyl)-1-(piperidine-4-carbonyl)-pyrrolidin-3-yl]-ethoxy}-nicotinonitrile), [H-].[Na+] (NaH), ICC#N (2-iodo acetonitrile). The solvent is C1CCOC1 (THF). Run at time 10 minute. Product: C(#N)CN1CCC(CC1)C(=O)N1CC(C(C1)C1=CC(=C(C=C1)Cl)Cl)C(C)OC1=NC=C(C#N)C=C1 (6-{(SR)-1-[(3RS,4SR)-1-(1-Cyanomethyl-piperidine-4-carbonyl)-4-(3,4-dichloro-phenyl)-pyrrolidin-3-yl]-ethoxy}-nicotinonitrile). Reaction SMILES: [Cl:1][C:2]1[CH:3]=[C:4]([CH:9]2[CH2:13][N:12]([C:14]([CH:16]3[CH2:21][CH2:20][NH:19][CH2:18][CH2:17]3)=[O:15])[CH2:11][CH:10]2[CH:22]([O:24][C:25]2[CH:32]=[CH:31][C:28]([C:29]#[N:30])=[CH:27][N:26]=2)[CH3:23])[CH:5]=[CH:6][C:7]=1[Cl:8].[H-].[Na+].I[CH2:36][C:37]#[N:38]>C1COCC1>[C:37]([CH2:36][N:19]1[CH2:20][CH2:21][CH:16]([C:14]([N:12]2[CH2:13][CH:9]([C:4]3[CH:5]=[CH:6][C:7]([Cl:8])=[C:2]([Cl:1])[CH:3]=3)[CH:10]([CH:22]([O:24][C:25]3[CH:32]=[CH:31][C:28]([C:29]#[N:30])=[CH:27][N:26]=3)[CH3:23])[CH2:11]2)=[O:15])[CH2:17][CH2:18]1)#[N:38] |f:1.2|. Procedure details: To a stirred solution of 6-{(SR)-1-[(3RS,4SR)-4-(3,4-dichloro-phenyl)-1-(piperidine-4-carbonyl)-pyrrolidin-3-yl]-ethoxy}-nicotinonitrile (VIII-B-1) (25 mg, 0.053 mmol) in THF (2 mL) was added NaH (2.4 mg, 55% purity, 0.056 mmol). After 10 min. 2-iodo acetonitrile (13 mg, 0.079 mmol) was added and stirring was continued at RT overnight. Starting materials: [OH-].[Na+] (Sodium hydroxide), ClC=1C=C(C=CC1OC(C)C)C1=NC(=NO1)C=1C=CC=C2C(=CN(C12)C(C)C)CCC(=O)OC(C)C (1-methylethyl 3-[7-(5-{3-chloro-4-[(1-methylethyl)oxy]phenyl}-1,2,4-oxadiazol-3-yl)-1-(1-methylethyl)-1H-indol-3-yl]propanoate), Cl (HCl). Solvent: C1CCOC1 (THF), C(C)(C)O (isopropanol), O (water). Conditions: time 2 day. Product: ClC=1C=C(C=CC1OC(C)C)C1=NC(=NO1)C=1C=CC=C2C(=CN(C12)C(C)C)CCC(=O)O (3-[7-(5-{3-chloro-4-[(1-methylethyl)oxy]phenyl}-1,2,4-oxadiazol-3-yl)-1-(1-methylethyl)-1H-indol-3-yl]propanoic acid). The yield is 50.9%. RXN SMILES: [OH-].[Na+].[Cl:3][C:4]1[CH:5]=[C:6]([C:14]2[O:18][N:17]=[C:16]([C:19]3[CH:20]=[CH:21][CH:22]=[C:23]4[C:27]=3[N:26]([CH:28]([CH3:30])[CH3:29])[CH:25]=[C:24]4[CH2:31][CH2:32][C:33]([O:35]C(C)C)=[O:34])[N:15]=2)[CH:7]=[CH:8][C:9]=1[O:10][CH:11]([CH3:13])[CH3:12].Cl>C1COCC1.C(O)(C)C.O>[Cl:3][C:4]1[CH:5]=[C:6]([C:14]2[O:18][N:17]=[C:16]([C:19]3[CH:20]=[CH:21][CH:22]=[C:23]4[C:27]=3[N:26]([CH:28]([CH3:29])[CH3:30])[CH:25]=[C:24]4[CH2:31][CH2:32][C:33]([OH:35])=[O:34])[N:15]=2)[CH:7]=[CH:8][C:9]=1[O:10][CH:11]([CH3:12])[CH3:13] |f:0.1|. Procedure: Sodium hydroxide (93 mg) was added to a solution of 1-methylethyl 3-[7-(5-{3-chloro-4-[(1-methylethyl)oxy]phenyl}-1,2,4-oxadiazol-3-yl)-1-(1-methylethyl)-1H-indol-3-yl]propanoate (D122) (60 mg) in THF (5 mL), isopropanol (4 mL) and water (2 mL). The reaction mixture was stirred at room temperature for 2 days. The mixture was neutralized with 2 M HCl till pH ˜6.0. The solvent was concentrated, and the residue was dissolved in water. The precipitated solid was purified by Mass Directed Auto Prep t... The reactants are ClCCl, Cc1ccccc1, OC1CCCC1, O=C(Cl)Cl. Yields the product O=C(Cl)OC1CCCC1. RXN SMILES: [CH2:11]([Cl:12])[Cl:13].[CH3:14][c:15]1[cH:16][cH:17][cH:18][cH:19][cH:20]1.[CH:1]1([OH:6])[CH2:2][CH2:3][CH2:4][CH2:5]1.[Cl:7][C:8]([Cl:9])=[O:10]>>[CH:1]1([O:6][C:8]([Cl:7])=[O:10])[CH2:2][CH2:3][CH2:4][CH2:5]1. The reactants are C(C)(=O)OC1=CC=C2C(CC(OC2=C1C)(COC1=CC=C(C=C1)[N+](=O)[O-])C)=O (7-acetoxy-2,8-dimethyl-2-(4-nitrophenoxymethyl)-4-oxochroman), [BH4-].[Na+] (sodium borohydride). Solvent: CO (methanol). Yields the product C(C)(=O)OC1=CC=C2C(CC(OC2=C1C)(COC1=CC=C(C=C1)[N+](=O)[O-])C)O (7-Acetoxy-4-hydroxy-2,8-dimethyl-2-(4-nitrophenoxymethyl)chroman). Yield: 55.1%. RXN SMILES: [C:1]([O:4][C:5]1[C:14]([CH3:15])=[C:13]2[C:8]([C:9](=[O:28])[CH2:10][C:11]([CH3:27])([CH2:16][O:17][C:18]3[CH:23]=[CH:22][C:21]([N+:24]([O-:26])=[O:25])=[CH:20][CH:19]=3)[O:12]2)=[CH:7][CH:6]=1)(=[O:3])[CH3:2].[BH4-].[Na+]>CO>[C:1]([O:4][C:5]1[C:14]([CH3:15])=[C:13]2[C:8]([CH:9]([OH:28])[CH2:10][C:11]([CH3:27])([CH2:16][O:17][C:18]3[CH:23]=[CH:22][C:21]([N+:24]([O-:26])=[O:25])=[CH:20][CH:19]=3)[O:12]2)=[CH:7][CH:6]=1)(=[O:3])[CH3:2] |f:1.2|. Procedure: A procedure similar to that described in Preparation 2 was repeated, except that 5 g of 7-acetoxy-2,8-dimethyl-2-(4-nitrophenoxymethyl)-4-oxochroman (prepared as described in Preparation 17), 980 mg of sodium borohydride and 20 ml of methanol were reacted, to afford 2.77 g of the title compound as a pale yellow oil. Starting materials: O(C1=CC=C(C=C1)NC(C(=O)OCC)=O)C1=CC=C(C=C1)NC(C(=O)OCC)=O (Diethyl N,N'-(oxydi-p-phenylene)dioxamate). Solvent: [OH-].[Na+] (sodium hydroxide). Yields the product O(C1=CC=C(C=C1)NC(C(=O)O)=O)C1=CC=C(C=C1)NC(C(=O)O)=O (N,N'-(Oxydi-p-phenylene)dioxamic Acid). RXN SMILES: [O:1]([C:16]1[CH:21]=[CH:20][C:19]([NH:22][C:23](=[O:29])[C:24]([O:26]CC)=[O:25])=[CH:18][CH:17]=1)[C:2]1[CH:7]=[CH:6][C:5]([NH:8][C:9](=[O:15])[C:10]([O:12]CC)=[O:11])=[CH:4][CH:3]=1>[OH-].[Na+]>[O:1]([C:16]1[CH:21]=[CH:20][C:19]([NH:22][C:23](=[O:29])[C:24]([OH:26])=[O:25])=[CH:18][CH:17]=1)[C:2]1[CH:3]=[CH:4][C:5]([NH:8][C:9](=[O:15])[C:10]([OH:12])=[O:11])=[CH:6][CH:7]=1 |f:1.2|. Procedure: Diethyl N,N'-(oxydi-p-phenylene)dioxamate (2.0 gm.) is stirred at room temperature for 3 hours in 1.0 N sodium hydroxide (50 ml.). The solid is collected by filtration and dissolved in water. The pH is adjusted to pH=3 with concentrated hydrochloric acid and the desired product collected by filtration (1.6 gm., mp >320°). The ir spectrum is consistent with the assigned structure.